Task: describe an organic reaction: reactants, conditions, products, and yield. Dataset: the Open Reaction Database (ORD), a public repository of structured organic reaction records The reactants are FC(C(=O)O)(F)F.C(C1=CC=CC=C1)OC(=O)N1C(CNCC1)(C)C (2,2-dimethyl-piperazine-1-carboxylic acid benzyl ester trifluoroacetate), C1(CC1)C1=CC=CC(=N1)C(=O)O (6-cyclopropyl-pyridine-2-carboxylic acid), CN(C)C(=[N+](C)C)ON1C2=C(C=CC=C2)N=N1.[B-](F)(F)(F)F (TBTU), CCN(C(C)C)C(C)C (DIPEA). Run in CN(C)C=O (DMF), O (Water). Reaction conditions: time 10 minute. The product is C(C1=CC=CC=C1)OC(=O)N1C(CN(CC1)C(=O)C1=NC(=CC=C1)C1CC1)(C)C (4-(6-Cyclopropyl-pyridine-2-carbonyl)-2,2-dimethyl-piperazine-1-carboxylic acid benzyl ester). RXN SMILES: [CH:1]1([C:4]2[N:9]=[C:8]([C:10]([OH:12])=O)[CH:7]=[CH:6][CH:5]=2)[CH2:3][CH2:2]1.CN(C(ON1N=NC2C=CC=CC1=2)=[N+](C)C)C.[B-](F)(F)(F)F.CCN(C(C)C)C(C)C.FC(F)(F)C(O)=O.[CH2:51]([O:58][C:59]([N:61]1[CH2:66][CH2:65][NH:64][CH2:63][C:62]1([CH3:68])[CH3:67])=[O:60])[C:52]1[CH:57]=[CH:56][CH:55]=[CH:54][CH:53]=1>CN(C=O)C.O>[CH2:51]([O:58][C:59]([N:61]1[CH2:66][CH2:65][N:64]([C:10]([C:8]2[CH:7]=[CH:6][CH:5]=[C:4]([CH:1]3[CH2:2][CH2:3]3)[N:9]=2)=[O:12])[CH2:63][C:62]1([CH3:68])[CH3:67])=[O:60])[C:52]1[CH:53]=[CH:54][CH:55]=[CH:56][CH:57]=1 |f:1.2,4.5|. Reported procedure: 200 mg (1.23 mmol) 6-cyclopropyl-pyridine-2-carboxylic acid was stirred with 450 mg (1.40 mmol) TBTU and 500 μL (2.91 mmol) DIPEA in 5.0 mL DMF at RT. After 10 min, 440 mg (1.23 mmol) 2,2-dimethyl-piperazine-1-carboxylic acid benzyl ester trifluoroacetate was added and the reaction mixture was stirred at RT over night. Water was added and the product was extracted with EtOAc. The organic layers were dried over sodium sulfate and concentrated in vacuo. The reactants are ClC1=C(C(=CC=C1F)Cl)[C@@H](C)OC=1C2=C(C=NC1N)C(=CO2)C=2CCNCC2 (7-[(R)-1-(2,6-Dichloro-3-fluorophenyl)ethoxy]-3-(1,2,3,6-tetrahydropyridin-4-yl)-furo[3,2-c]pyridin-6-ylamine), ClC1=C(C=CC=C1)N=C=O (2-chlorophenylisocyanate), CCN(C(C)C)C(C)C (DIPEA). Run in CN(C)C=O (DMF). Reaction conditions: time 15 minute. Yields the product NC1=C(C2=C(C=N1)C(=CO2)C=2CCN(CC2)C(=O)NC2=C(C=CC=C2)Cl)O[C@H](C)C2=C(C(=CC=C2Cl)F)Cl (4-{6-Amino-7-[(1R)-1-(2,6-dichloro-3-fluorophenyl)ethoxy]furo[3,2-c]pyridin-3-yl}-N-(2-chlorophenyl)-3,6-dihydropyridine-1(2H)-carboxamide). As a reaction SMILES: [Cl:1][C:2]1[C:7]([F:8])=[CH:6][CH:5]=[C:4]([Cl:9])[C:3]=1[C@H:10]([O:12][C:13]1[C:14]2[O:22][CH:21]=[C:20]([C:23]3[CH2:24][CH2:25][NH:26][CH2:27][CH:28]=3)[C:15]=2[CH:16]=[N:17][C:18]=1[NH2:19])[CH3:11].[Cl:29][C:30]1[CH:35]=[CH:34][CH:33]=[CH:32][C:31]=1[N:36]=[C:37]=[O:38].CCN(C(C)C)C(C)C>CN(C=O)C>[NH2:19][C:18]1[N:17]=[CH:16][C:15]2[C:20]([C:23]3[CH2:24][CH2:25][N:26]([C:37]([NH:36][C:31]4[CH:32]=[CH:33][CH:34]=[CH:35][C:30]=4[Cl:29])=[O:38])[CH2:27][CH:28]=3)=[CH:21][O:22][C:14]=2[C:13]=1[O:12][C@@H:10]([C:3]1[C:4]([Cl:9])=[CH:5][CH:6]=[C:7]([F:8])[C:2]=1[Cl:1])[CH3:11]. Reported procedure: A mixture of 7-[(R)-1-(2,6-Dichloro-3-fluorophenyl)ethoxy]-3-(1,2,3,6-tetrahydropyridin-4-yl)-furo[3,2-c]pyridin-6-ylamine (10.0 mg, 0.0237 mmol), 2-chlorophenylisocyanate (0.00669 g, 0.0436 mmol), DIPEA (0.033 mL, 0.19 mmol) in DMF (1 mL) was stirred at rt for 15 min. Purification by HPLC afforded the title compound as a light yellow solid. 1H NMR (400 MHz, CD3OD): δ=1.89 (d, J=6.6 Hz, 3H), 2.59 (br. s., 2H), 3.78 (t, J=5.8 Hz, 2H), 4.28 (d, J=2.5 Hz, 2H), 6.32 (br. s., 1H), 6.45-6.55 (m, 1H), ...